Dataset: the Open Reaction Database (ORD), a public repository of structured organic reaction records. Task: describe an organic reaction: reactants, conditions, products, and yield Starting materials: CCOCC (Ether), C(C=1C(N)=CC=CC1)(=O)OC (methyl anthranilate), C(C=C)N=C=S (allyl isothiocyanate). The solvent is C(Cl)Cl (methylene chloride), C(Cl)Cl (methylene chloride), C(Cl)Cl (methylene chloride). Run at temperature 40 celsius. Yields the product SC1=NC2=CC=CC=C2C(N1CC=C)=O (2-mercapto-3-allyl-4(3H)-quinazolinone). As a reaction SMILES: [C:1]([O:10]C)(=O)[C:2]1[C:3](=[CH:5][CH:6]=[CH:7][CH:8]=1)[NH2:4].[CH2:12]([N:15]=[C:16]=[S:17])[CH:13]=[CH2:14].CCOCC>C(Cl)Cl>[SH:17][C:16]1[N:15]([CH2:12][CH:13]=[CH2:14])[C:1](=[O:10])[C:2]2[C:3](=[CH:5][CH:6]=[CH:7][CH:8]=2)[N:4]=1. Procedure details: To a stirred mixture of 50 g (0.33 mole) methyl anthranilate in 100 ml methylene chloride, 32.7 g (0.33 mole) allyl isothiocyanate in 50 ml methylene chloride was added dropwise. The reaction mixture was refluxed at 40° C. one hour, stirred over the weekend at ambient temperature, and refluxed at 40° C. for one hour. The reaction mixture was stripped. Additional methylene chloride (200 ml) was added; the resulting mixture was refluxed at 40° C. for 7 hours, and then stirred about 11/2 days at am... Reactants: CN (methylamine), ClC1=C(C(=CC(=C1)Cl)Cl)S(=O)(=O)Cl (2,4,6-trichorobenzenesulfonic acid chloride), O (Water). The solvent is O1CCOCC1 (1,4-dioxane). Yields the product ClC1=C(C(=CC(=C1)Cl)Cl)S(=O)(=O)NC (2,4,6-Trichloro-N-methylbenzenesulfonamide). As a reaction SMILES: [CH3:1][NH2:2].[Cl:3][C:4]1[CH:9]=[C:8]([Cl:10])[CH:7]=[C:6]([Cl:11])[C:5]=1[S:12](Cl)(=[O:14])=[O:13].O>O1CCOCC1>[Cl:3][C:4]1[CH:9]=[C:8]([Cl:10])[CH:7]=[C:6]([Cl:11])[C:5]=1[S:12]([NH:2][CH3:1])(=[O:14])=[O:13]. Procedure: 40% strength aq. methylamine soln. (36.0 g, 464 mmol) was added dropwise to a soln. of 2,4,6-trichorobenzenesulfonic acid chloride (10.0 g, 35.7 mmol) in 1,4-dioxane (60 ml) and the mixture was stirred at RT for 30 min. Water (500 ml) was then added, with vigorous stirring, whereupon a white precipitate formed, which was filtered out and dried over potassium hydroxide in a desiccator. The solvent is O1CCOCC1 (dioxane), C(C)(=O)OCC (ethyl acetate). Run at temperature 120 celsius. The yield is 0.0%. As a reaction SMILES: [CH:1]1([N:6]2[C:10]3[N:11]=[C:12]([NH2:15])[N:13]=[CH:14][C:9]=3[C:8]3[CH:16]=[CH:17][N:18]=[C:19]([F:20])[C:7]2=3)[CH2:5][CH2:4][CH2:3][CH2:2]1.[Si:21]([O:28][C@@H:29]1[CH2:33][CH2:32][N:31]([C:34]2[CH:35]=[CH:36][C:37](Cl)=[N:38][CH:39]=2)[CH2:30]1)([C:24]([CH3:27])([CH3:26])[CH3:25])([CH3:23])[CH3:22].C1(P(C2C=CC=CC=2)C2C3OC4C(=CC=CC=4P(C4C=CC=CC=4)C4C=CC=CC=4)C(C)(C)C=3C=CC=2)C=CC=CC=1.CC(C)([O-])C.[Na+]>C1C=CC(/C=C/C(/C=C/C2C=CC=CC=2)=O)=CC=1.C1C=CC(/C=C/C(/C=C/C2C=CC=CC=2)=O)=CC=1.C1C=CC(/C=C/C(/C=C/C2C=CC=CC=2)=O)=CC=1.[Pd].[Pd].C(OCC)(=O)C.O1CCOCC1>[Si:21]([O:28][C@@H:29]1[CH2:33][CH2:32][N:31]([C:34]2[CH:35]=[CH:36][C:37]([NH:15][C:12]3[N:13]=[CH:14][C:9]4[C:8]5[CH:16]=[CH:17][N:18]=[C:19]([F:20])[C:7]=5[N:6]([CH:1]5[CH2:2][CH2:3][CH2:4][CH2:5]5)[C:10]=4[N:11]=3)=[N:38][CH:39]=2)[CH2:30]1)([C:24]([CH3:27])([CH3:25])[CH3:26])([CH3:23])[CH3:22] |f:3.4,5.6.7.8.9|. Procedure: A 10 mL reaction vessel was charged with compound 245 (75.0 mg, 276 mmol), (R)-5-(3-(t-butyldimethylsilyloxy)pyrrolidin-1-yl)-2-chloropyridine (86.5 mg, 276 mmol), tris(dibenzylideneacetone)dipalladium (0) (19.0 mg, 20.7 mmol), 4,5-bis(diphenylphosphino)-9,9-dimethyl-9H-xanthene (24.0 mg, 41.5 mmol), sodium t-butoxide (53.1 mg, 553 mmol), and dioxane (1.5 mL). The reaction was heated with microwave energy (300 W) for 2 hours at 120° C. in the resulting solution was added to ethyl acetate (40 mL)... The reactants are C1(CCCC1)N1C2=C(C3=C1N=C(N=C3)N)C=CN=C2F (9-Cyclopentyl-8-fluoro-9H-pyrido[4′,3′:4,5]pyrrolo[2,3-d]pyrimidin-2-amine), [Si](C)(C)(C(C)(C)C)O[C@H]1CN(CC1)C=1C=CC(=NC1)Cl ((R)-5-(3-(t-butyldimethylsilyloxy)pyrrolidin-1-yl)-2-chloropyridine), C1(=CC=CC=C1)P(C1=CC=CC=2C(C3=CC=CC(=C3OC12)P(C1=CC=CC=C1)C1=CC=CC=C1)(C)C)C1=CC=CC=C1 (4,5-bis(diphenylphosphino)-9,9-dimethyl-9H-xanthene), CC(C)([O-])C.[Na+] (sodium t-butoxide). Reagents/catalysts: C=1C=CC(=CC1)/C=C/C(=O)/C=C/C2=CC=CC=C2.C=1C=CC(=CC1)/C=C/C(=O)/C=C/C2=CC=CC=C2.C=1C=CC(=CC1)/C=C/C(=O)/C=C/C2=CC=CC=C2.[Pd].[Pd] (tris(dibenzylideneacetone)dipalladium). Product: [Si](C)(C)(C(C)(C)C)O[C@H]1CN(CC1)C=1C=CC(=NC1)NC=1N=CC2=C(N1)N(C1=C2C=CN=C1F)C1CCCC1 (N-(5-((3R)-3-((tert-butyl(dimethyl)silyl)oxy)-1-pyrrolidinyl)-2-pyridinyl)-9-cyclopentyl-8-fluoro-9H-pyrido[4′,3′:4,5]pyrrolo[2,3-d]pyrimidin-2-amine). The reactants are ClC1=CC=C(C=C1)C1=CC=2N=CN(C(C2S1)=O)C1=CC(=C(C=C1)OC[C@H](O)C1CC1)OC ((R)-6-(4-chlorophenyl)-3-(4-(2-cyclopropyl-2-hydroxyethoxy)-3-methoxyphenyl)-thieno[3,2-d]pyrimidin-4(3H)-one), alcohol, C(C)(C)(C)OC(=O)N[C@@H](C(C)C)C(=O)O (N-(t-butoxycarbonyl)-L-valine), Example 1, C(C)(C)N=C=NC(C)C (diisopropylcarbodiimide). The reagents and catalysts are CN(C1=CC=NC=C1)C (4-dimethylaminopyridine). Run in C(Cl)Cl (CH2Cl2), C(Cl)Cl (CH2Cl2). Reaction conditions: time 19 hour. Product: N[C@H](C(=O)O[C@@H](COC1=C(C=C(C=C1)N1C=NC2=C(C1=O)SC(=C2)C2=CC=C(C=C2)Cl)OC)C2CC2)C(C)C ((S)—((R)-2-(4-(6-(4-Chlorophenyl)-4-oxothieno[3,2-d]pyrimidin-3(4H)-yl)-2-methoxyphenoxy)-1-cyclopropylethyl) 2-amino-3-methylbutanoate). Reaction SMILES: [Cl:1][C:2]1[CH:7]=[CH:6][C:5]([C:8]2[S:16][C:15]3[C:14](=[O:17])[N:13]([C:18]4[CH:23]=[CH:22][C:21]([O:24][CH2:25][C@@H:26]([CH:28]5[CH2:30][CH2:29]5)[OH:27])=[C:20]([O:31][CH3:32])[CH:19]=4)[CH:12]=[N:11][C:10]=3[CH:9]=2)=[CH:4][CH:3]=1.C(N=C=NC(C)C)(C)C.C(OC([NH:49][C@H:50]([C:54](O)=[O:55])[CH:51]([CH3:53])[CH3:52])=O)(C)(C)C>CN(C)C1C=CN=CC=1.C(Cl)Cl>[NH2:49][C@@H:50]([CH:51]([CH3:53])[CH3:52])[C:54]([O:27][C@H:26]([CH:28]1[CH2:29][CH2:30]1)[CH2:25][O:24][C:21]1[CH:22]=[CH:23][C:18]([N:13]2[C:14](=[O:17])[C:15]3[S:16][C:8]([C:5]4[CH:6]=[CH:7][C:2]([Cl:1])=[CH:3][CH:4]=4)=[CH:9][C:10]=3[N:11]=[CH:12]2)=[CH:19][C:20]=1[O:31][CH3:32])=[O:55]. Reported procedure: A mixture of (R)-6-(4-chlorophenyl)-3-(4-(2-cyclopropyl-2-hydroxyethoxy)-3-methoxyphenyl)-thieno[3,2-d]pyrimidin-4(3H)-one described in Example 1 (1.3 g, 2.33 mmol), diisopropylcarbodiimide (0.88 g, 6.99 mmol), 4-dimethylaminopyridine (142 mg, 1.16 mmol) and N-(t-butoxycarbonyl)-L-valine (1.52 g, 6.99 mmol) in CH2Cl2 (10 mL) was stirred at rt for 19 h. By LCMS analysis no starting alcohol remained. The suspension was diluted with CH2Cl2 and washed with aq NaHCO3. After extracting the aqueous lay...